Dataset: the Open Reaction Database (ORD), a public repository of structured organic reaction records. Task: describe an organic reaction: reactants, conditions, products, and yield Reactants: C1COCCO1, COC(=O)CNC(=O)c1cc2ccccc2n1C, Cl, [Li+], [OH-]. Yields the product Cn1c(C(=O)NCC(=O)O)cc2ccccc21. Reaction SMILES: [CH2:22]1[O:23][CH2:24][CH2:25][O:26][CH2:27]1.[CH3:1][O:2][C:3]([CH2:4][NH:5][C:6](=[O:7])[c:8]1[n:9]([CH3:17])[c:10]2[cH:11][cH:12][cH:13][cH:14][c:15]2[cH:16]1)=[O:18].[ClH:21].[Li+:19].[OH-:20]>>[O:2]=[C:3]([CH2:4][NH:5][C:6](=[O:7])[c:8]1[n:9]([CH3:17])[c:10]2[cH:11][cH:12][cH:13][cH:14][c:15]2[cH:16]1)[OH:18]. Starting materials: CCOC(=O)C(=C1CCCN1C(C)C)c1ccc(Cl)cc1, Cl, [H][H], [Na+], O=C=O, [OH-], [Pt]. Yields the product CC(C)N1CCCC1Cc1ccc(Cl)cc1. RXN SMILES: [CH2:1]([O:2][C:3](=[O:4])[C:6]([c:7]1[cH:8][cH:9][c:10]([Cl:13])[cH:11][cH:12]1)=[C:14]1[N:15]([CH:19]([CH3:20])[CH3:21])[CH2:16][CH2:17][CH2:18]1)[CH3:5].[ClH:22].[H:27][H:28].[Na+:30].[O:23]=[C:24]=[O:25].[OH-:29].[Pt:26]>>[CH2:6]([c:7]1[cH:8][cH:9][c:10]([Cl:13])[cH:11][cH:12]1)[CH:14]1[N:15]([CH:19]([CH3:20])[CH3:21])[CH2:16][CH2:17][CH2:18]1. The reactants are O=C(O)c1cc(Cl)cc(Cl)n1, COc1ccc(N)cc1C. The reagents and catalysts are CN(C)C(=[N+](C)C)Cl.F[P-](F)(F)(F)(F)F (TCFH), CN1C=CN=C1 (NMI). Solvent: CN(C)C=O (DMF), CN(C)C=O (DMF), CN(C)C=O (DMF), CN(C)C=O (DMF), CN(C)C=O (DMF), CN(C)C=O (DMF). Conditions: temperature 25 celsius, time 2 hour. The product is COc1ccc(NC(=O)c2cc(Cl)cc(Cl)n2)cc1C. The yield is 0.3%. Reaction SMILES: COc1ccc(N)cc1C.O=C(O)c1cc(Cl)cc(Cl)n1.CN(C)C(=[N+](C)C)Cl.F[P-](F)(F)(F)(F)F.CN1C=CN=C1.CN(C)C=O>>COc1ccc(NC(=O)c2cc(Cl)cc(Cl)n2)cc1C. Starting materials: C(CCC\C=C/C\C=C/C\C=C/C\C=C/CCCCC)N=[N+]=[N-] (arachidonyl azide), C(CCC\C=C/C\C=C/C\C=C/C\C=C/CCCCC)N=[N+]=[N-] (arachidonyl azide), solution, [H-].[Al+3].[Li+].[H-].[H-].[H-] (lithium aluminum hydride), amine. The solvent is C(C)OCC (diethyl ether), C1CCOC1 (THF). Product: C(CCC\C=C/C\C=C/C\C=C/C\C=C/CCCCC)N (arachidonylamine). Isolated yield 51.0%. RXN SMILES: [CH2:1]([N:21]=[N+]=[N-])[CH2:2][CH2:3][CH2:4]/[CH:5]=[CH:6]\[CH2:7]/[CH:8]=[CH:9]\[CH2:10]/[CH:11]=[CH:12]\[CH2:13]/[CH:14]=[CH:15]\[CH2:16][CH2:17][CH2:18][CH2:19][CH3:20].[H-].[Al+3].[Li+].[H-].[H-].[H-]>C(OCC)C.C1COCC1>[CH2:1]([NH2:21])[CH2:2][CH2:3][CH2:4]/[CH:5]=[CH:6]\[CH2:7]/[CH:8]=[CH:9]\[CH2:10]/[CH:11]=[CH:12]\[CH2:13]/[CH:14]=[CH:15]\[CH2:16][CH2:17][CH2:18][CH2:19][CH3:20] |f:1.2.3.4.5.6|. Reported procedure: The crude azide was reduced to the title amine as follows: To a magnetically stirred solution of 132 mg (0.43 mmol) of arachidonyl azide in 3 mL of dry diethyl ether was added 4 mL of 1.0 M solution of lithium aluminum hydride (4.0 mmol) in THF dropwise at room temperature. The reaction mixture was refluxed for 3 hours and then quenched with wet diethyl ether. The white suspension was filtered, and the filtrate was evaporated to dryness. Chromatography on silica gel (10–50% MeOH in dichlorometha... Starting materials: Nc1ccc2c(c1)C(=O)CC21CCCC1, [Na+], O=[N+]([O-])[O-], O. The product is O=C1CC2(CCCC2)c2ccc(O)cc21. Reaction SMILES: [NH2:1][c:2]1[cH:3][c:4]2[c:12]([cH:13][cH:14]1)[C:7]1([CH2:6][C:5]2=[O:15])[CH2:8][CH2:9][CH2:10][CH2:11]1.[Na+:16].[O-:17][N+:18](=[O:19])[O-:20].[OH2:21]>>[c:2]1([OH:17])[cH:3][c:4]2[c:12]([cH:13][cH:14]1)[C:7]1([CH2:6][C:5]2=[O:15])[CH2:8][CH2:9][CH2:10][CH2:11]1.